From a dataset of the Open Reaction Database (ORD), a public repository of structured organic reaction records. describe an organic reaction: reactants, conditions, products, and yield The reactants are C1(C=CCCC1)O (2-cyclohexen-1-ol), N1=CC=CC=C1 (pyridine), C(C1=CC=CC=C1)(=O)Cl (benzoyl chloride). Solvent: C(Cl)Cl (CH2Cl2). Conditions: time 17 hour. Product: C(C1=CC=CC=C1)(=O)C1C=CCCC1 (3-benzoylcyclohexene). Isolated yield 104.6%. Reaction SMILES: [CH:1]1(O)[CH2:6][CH2:5][CH2:4][CH:3]=[CH:2]1.N1C=CC=CC=1.[C:14](Cl)(=[O:21])[C:15]1[CH:20]=[CH:19][CH:18]=[CH:17][CH:16]=1>C(Cl)Cl>[C:14]([CH:15]1[CH2:20][CH2:19][CH2:18][CH:17]=[CH:16]1)(=[O:21])[C:1]1[CH:6]=[CH:5][CH:4]=[CH:3][CH:2]=1. Procedure: To a solution of 0.320 g (3.26 mmol) of 2-cyclohexen-1-ol and 0.76 mL (9.40 mmol) of pyridine in 20 mL of CH2Cl2 was added 1.04 mnL (8.96 mmol) of benzoyl chloride via syringe. The reaction mixture was yellow with a white precipitate. The reaction was stirred at room temperature for 17 h. The reaction was quenched by the addition of 50 mL of H2O; the aqueous layer was washed with 4×50 mL of Et2O, and the combined organic layers were dried over MgSO4 and concentrated in vacuo. Purification of the... Reaction conditions: time 4.5 hour. Isolated yield 71.6%. Run in O1CCCC1 (tetrahydrofuran), O (water). Reported procedure: To 1-(4-(trifluoromethoxy)phenyl)-3-(4-vinylphenyl)-1H-1,2,4-triazole (C43) (2.0 g, 6.0 mmol) in tetrahydrofuran (50 mL) was added 9-borabicyclo(3.3.1)nonane (24 mL, 12.1 mmol), and the reaction was stirred at room temperature for 4.5 hours. Sodium hydroxide (3 N, 4.0 mL, 12.0 mmol) was added, followed by hydrogen peroxide (30% wt, 1.5 mL, 15.1 mmol). The light green solution was stirred at room temperature overnight. The reaction mixture was diluted with water and extracted with ethyl acetate. ... Yields the product FC(OC1=CC=C(C=C1)N1N=C(N=C1)C1=CC=C(C=C1)CCO)(F)F (2-(4-(1-(4-(trifluoromethoxy)phenyl)-1H-1,2,4-triazol-3-yl)phenyl)ethanol). Starting materials: FC(OC1=CC=C(C=C1)N1N=C(N=C1)C1=CC=C(C=C1)C=C)(F)F (1-(4-(trifluoromethoxy)phenyl)-3-(4-vinylphenyl)-1H-1,2,4-triazole), C12CCCC(CCC1)B2 (9-borabicyclo(3.3.1)nonane), OO (hydrogen peroxide), [OH-].[Na+] (Sodium hydroxide). RXN SMILES: [F:1][C:2]([F:24])([F:23])[O:3][C:4]1[CH:9]=[CH:8][C:7]([N:10]2[CH:14]=[N:13][C:12]([C:15]3[CH:20]=[CH:19][C:18]([CH:21]=[CH2:22])=[CH:17][CH:16]=3)=[N:11]2)=[CH:6][CH:5]=1.C12BC(CCC1)CCC2.[OH-:34].[Na+].OO>O1CCCC1.O>[F:24][C:2]([F:1])([F:23])[O:3][C:4]1[CH:9]=[CH:8][C:7]([N:10]2[CH:14]=[N:13][C:12]([C:15]3[CH:20]=[CH:19][C:18]([CH2:21][CH2:22][OH:34])=[CH:17][CH:16]=3)=[N:11]2)=[CH:6][CH:5]=1 |f:2.3|. The reactants are BrC1=C2C(=NNC2=C(C=C1F)Br)C=1C=NC(=CC1)OC (4,7-dibromo-5-fluoro-3-[6-(methyloxy)-3-pyridinyl]-1H-indazole), BrC1=C(C=C2C(=NNC2=C1)C=1C=NC(=CC1)OC)F (6-bromo-5-fluoro-3-[6-(methyloxy)-3-pyridinyl]-1H-indazole), BrC1=C(C=C2C(=NNC2=C1)C=1C=NC(=CC1)OC)F (6-bromo-5-fluoro-3-[6-(methyloxy)-3-pyridinyl]-1H-indazole), C(C)NC(C1=CC(=C(C=C1)C)B1OC(C(O1)(C)C)(C)C)=O (N-ethyl-4-methyl-3-(4,4,5,5-tetramethyl-1,3,2-dioxaborolan-2-yl)benzamide), C(C)NC(C1=CC(=C(C=C1)C)B1OC(C(O1)(C)C)(C)C)=O (N-ethyl-4-methyl-3-(4,4,5,5-tetramethyl-1,3,2-dioxaborolan-2-yl)benzamide), C([O-])(O)=O.[Na+] (sodium bicarbonate). Reagents/catalysts: C=1C=CC(=CC1)[P](C=2C=CC=CC2)(C=3C=CC=CC3)[Pd]([P](C=4C=CC=CC4)(C=5C=CC=CC5)C=6C=CC=CC6)([P](C=7C=CC=CC7)(C=8C=CC=CC8)C=9C=CC=CC9)[P](C=1C=CC=CC1)(C=1C=CC=CC1)C=1C=CC=CC1 (tetrakis(triphenylphosphine)palladium). The solvent is C(C)(C)O (isopropanol). Conditions: temperature 150 celsius. Yields the product C(C)NC(C1=CC(=C(C=C1)C)C1=C(C=C2C(=NNC2=C1)C=1C=NC(=CC1)OC)F)=O (N-Ethyl-3-{5-fluoro-3-[6-(methyloxy)-3-pyridinyl]-1H-indazol-6-yl}-4-methylbenzamide). Reaction SMILES: Br[C:2]1[C:10]([F:11])=[CH:9][C:8](Br)=[C:7]2[C:3]=1[C:4]([C:13]1[CH:14]=[N:15][C:16]([O:19][CH3:20])=[CH:17][CH:18]=1)=[N:5][NH:6]2.BrC1C=C2C(C(C3C=NC(OC)=CC=3)=NN2)=CC=1F.[CH2:40]([NH:42][C:43](=[O:60])[C:44]1[CH:49]=[CH:48][C:47]([CH3:50])=[C:46](B2OC(C)(C)C(C)(C)O2)[CH:45]=1)[CH3:41].C(=O)(O)[O-].[Na+]>C(O)(C)C.C1C=CC([P]([Pd]([P](C2C=CC=CC=2)(C2C=CC=CC=2)C2C=CC=CC=2)([P](C2C=CC=CC=2)(C2C=CC=CC=2)C2C=CC=CC=2)[P](C2C=CC=CC=2)(C2C=CC=CC=2)C2C=CC=CC=2)(C2C=CC=CC=2)C2C=CC=CC=2)=CC=1>[CH2:40]([NH:42][C:43](=[O:60])[C:44]1[CH:49]=[CH:48][C:47]([CH3:50])=[C:46]([C:9]2[CH:8]=[C:7]3[C:3]([C:4]([C:13]4[CH:14]=[N:15][C:16]([O:19][CH3:20])=[CH:17][CH:18]=4)=[N:5][NH:6]3)=[CH:2][C:10]=2[F:11])[CH:45]=1)[CH3:41] |f:3.4,^1:73,75,94,113|. Reported procedure: A mixture of 4,7-dibromo-5-fluoro-3-[6-(methyloxy)-3-pyridinyl]-1H-indazole and 6-bromo-5-fluoro-3-[6-(methyloxy)-3-pyridinyl]-1H-indazole (2:1) (Intermediate 9, 20 mg), N-ethyl-4-methyl-3-(4,4,5,5-tetramethyl-1,3,2-dioxaborolan-2-yl)benzamide (Intermediate 10, 32 mg), 1M aqueous sodium bicarbonate (1 ml) and tetrakis(triphenylphosphine)palladium (6 mg) in isopropanol was heated in a sealed vessel by microwave at 150° C. for 15 min. The reaction mixture was partitioned between chloroform and wat... The reactants are C(C)(C)(C)OC(=O)N1CCC(=CC1)C1=CC2=C(N=CN=C2Cl)N1 (4-(4-Chloro-7H-pyrrolo[2,3-d]pyrimidin-6-yl)-3,6-dihydro-2H-pyridine-1-carboxylic acid tert-butyl ester), [OH-].[Na+] (sodium hydroxide). Solvent: O (water), C(Cl)Cl (DCM), C(=O)(C(F)(F)F)O.O (TFA water). Reaction conditions: time 2 hour. Product: ClC=1C2=C(N=CN1)NC(=C2)C=2CCNCC2 (4-Chloro-6-(1,2,3,6-tetrahydro-pyridin-4-yl)-7H-pyrrolo[2,3-d]pyrimidine). As a reaction SMILES: C(OC([N:8]1[CH2:13][CH:12]=[C:11]([C:14]2[NH:23][C:17]3[N:18]=[CH:19][N:20]=[C:21]([Cl:22])[C:16]=3[CH:15]=2)[CH2:10][CH2:9]1)=O)(C)(C)C.[OH-].[Na+]>C(Cl)Cl.C(O)(C(F)(F)F)=O.O.O>[Cl:22][C:21]1[C:16]2[CH:15]=[C:14]([C:11]3[CH2:12][CH2:13][NH:8][CH2:9][CH:10]=3)[NH:23][C:17]=2[N:18]=[CH:19][N:20]=1 |f:1.2,4.5|. Procedure details: To a solution of compound Intermediate 1 (2.60 g, 7.77 mmol) in 10 ml DCM, 30 ml TFA/water 95:5 were added. The resulting mixture was stirred at room temperature for 2 hours. The mixture was diluted with water and basified by addition of 2N sodium hydroxide and extracted with DCM. The organic layer was washed with brine (2×), dried over sodium sulfate and evaporated. The residue was purified by flash chromatography on silica (cyclohexane/EtOAc 1:1 to EtOAc) to afford the compound Intermediate 2 ... The reactants are BrCC(=O)C=1C(=NOC1C)C1=CC=CC=C1 (4-(bromoacetyl)-5-methyl-3-phenylisoxazole), NC1=NC=CC(=C1)CC (2-amino-4-ethylpyridine). Product: C(C)C1=CC=2N(C=C1)C=C(N2)C=2C(=NOC2C)C2=CC=CC=C2 (7-Ethyl-2-(5-methyl-3-phenyl-isoxazol-4-yl)-imidazo[1,2-a]pyridine). The yield is 27.0%. RXN SMILES: Br[CH2:2][C:3]([C:5]1[C:6]([C:11]2[CH:16]=[CH:15][CH:14]=[CH:13][CH:12]=2)=[N:7][O:8][C:9]=1[CH3:10])=O.[NH2:17][C:18]1[CH:23]=[C:22]([CH2:24][CH3:25])[CH:21]=[CH:20][N:19]=1>>[CH2:24]([C:22]1[CH:21]=[CH:20][N:19]2[CH:2]=[C:3]([C:5]3[C:6]([C:11]4[CH:16]=[CH:15][CH:14]=[CH:13][CH:12]=4)=[N:7][O:8][C:9]=3[CH3:10])[N:17]=[C:18]2[CH:23]=1)[CH3:25]. Procedure details: As described for Example 2, 4-(bromoacetyl)-5-methyl-3-phenylisoxazole (commercially available) (140 mg, 0.5 mmol) was converted, using 2-amino-4-ethylpyridine instead of 2-amino-3-methylpyridine, to the title compound (33 mg, 27%) which was obtained as a yellow oil. MS: m/e=304.0 [M+H]+. Reactants: C(C)(C)(C)C=1N=C(SC1)COC=1C=C(C(=O)NC2=C(OCC(=O)OCC)C=CC(=C2)CCCS(=O)(=O)C2=CC=C(C=C2)Cl)C=CC1 (ethyl 2-[3-[(4-tert-butyl-2-thiazolyl)methoxy]benzoylamino]-4-[3-(4-chlorophenylsulfonyl)propyl]phenoxyacetate), [H-].[Na+] (sodium hydride), CN(C=O)C (dimethylformamide), CI (methyl iodide). The solvent is O (Water). Reaction conditions: time 1 hour. Yields the product C(C)(C)(C)C=1N=C(SC1)COC=1C=C(C(=O)N(C)C2=C(OCC(=O)OCC)C=CC(=C2)CCCS(=O)(=O)C2=CC=C(C=C2)Cl)C=CC1 (ethyl 2-[N-[3-[(4-tert-butyl-2-thiazolyl)methoxy]benzoyl]-N-methylamino]-4-[3-(4-chlorophenylsulfonyl)propyl]phenoxyacetate). Yield: 78.0%. RXN SMILES: [C:1]([C:5]1[N:6]=[C:7]([CH2:10][O:11][C:12]2[CH:13]=[C:14]([CH:44]=[CH:45][CH:46]=2)[C:15]([NH:17][C:18]2[CH:30]=[C:29]([CH2:31][CH2:32][CH2:33][S:34]([C:37]3[CH:42]=[CH:41][C:40]([Cl:43])=[CH:39][CH:38]=3)(=[O:36])=[O:35])[CH:28]=[CH:27][C:19]=2[O:20][CH2:21][C:22]([O:24][CH2:25][CH3:26])=[O:23])=[O:16])[S:8][CH:9]=1)([CH3:4])([CH3:3])[CH3:2].[H-].[Na+].[CH3:49]N(C)C=O.CI>O>[C:1]([C:5]1[N:6]=[C:7]([CH2:10][O:11][C:12]2[CH:13]=[C:14]([CH:44]=[CH:45][CH:46]=2)[C:15]([N:17]([C:18]2[CH:30]=[C:29]([CH2:31][CH2:32][CH2:33][S:34]([C:37]3[CH:38]=[CH:39][C:40]([Cl:43])=[CH:41][CH:42]=3)(=[O:36])=[O:35])[CH:28]=[CH:27][C:19]=2[O:20][CH2:21][C:22]([O:24][CH2:25][CH3:26])=[O:23])[CH3:49])=[O:16])[S:8][CH:9]=1)([CH3:2])([CH3:3])[CH3:4] |f:1.2|. Reported procedure: Under ice-cooling, ethyl 2-[3-[(4-tert-butyl-2-thiazolyl)methoxy]benzoylamino]-4-[3-(4-chlorophenylsulfonyl)propyl]phenoxyacetate (266 mg, 0.39 mmol) was added to a mixture of 60% sodium hydride (19 mg, 0.48 mmol) and dimethylformamide (2 ml), and the reaction solution was stirred at room temperature for 1 hour. The reaction solution was again cooled with ice, methyl iodide (29 μl, 0.47 mmol) was added, and the mixture was stirred at room temperature for 2 hours. Water was added to the reaction ...